Dataset: the Open Reaction Database (ORD), a public repository of structured organic reaction records. Task: describe an organic reaction: reactants, conditions, products, and yield Starting materials: BrC=1C=C(C=CC1)S(=O)(=O)Cl (3-bromobenzenesulfonylchloride), [H-].[Na+] (NaH), C1CCOC1 (THF), C(C)(C)(C)OC(\C=C\C1=CNC=C1)=O ((E)-3-(1H-pyrrol-3-yl)-acrylic acid tert-butyl ester). Solvent: O (water). Reaction conditions: temperature -30 celsius, time 0.5 hour. Yields the product C(C)(C)(C)OC(\C=C\C1=CN(C=C1)S(=O)(=O)C1=CC(=CC=C1)Br)=O ((E)-3-[1-(3-Bromo-benzenesulfonyl)-1H-pyrrol-3-yl]-acrylic acid tert-butyl ester). Isolated yield 83.5%. RXN SMILES: [H-].[Na+].C1COCC1.[C:8]([O:12][C:13](=[O:21])/[CH:14]=[CH:15]/[C:16]1[CH:20]=[CH:19][NH:18][CH:17]=1)([CH3:11])([CH3:10])[CH3:9].[Br:22][C:23]1[CH:24]=[C:25]([S:29](Cl)(=[O:31])=[O:30])[CH:26]=[CH:27][CH:28]=1>O>[C:8]([O:12][C:13](=[O:21])/[CH:14]=[CH:15]/[C:16]1[CH:20]=[CH:19][N:18]([S:29]([C:25]2[CH:26]=[CH:27][CH:28]=[C:23]([Br:22])[CH:24]=2)(=[O:31])=[O:30])[CH:17]=1)([CH3:11])([CH3:9])[CH3:10] |f:0.1|. Procedure: A mixture of 0.77 g NaH (60%) with 65.0 ml THF is cooled to −30° C. Then 3.2 g 3.1 g (E)-3-(1H-pyrrol-3-yl)-acrylic acid tert-butyl ester are added. During the addition there is liberated a gas. The solution is stirred at ambient temperature for 0.5 h. Finally 5.0 g 3-bromobenzenesulfonylchloride are added at −30° C. The suspension is stirred at ambient temperature for 24 h. The suspension is treated with water and the solution is extracted with ethyl acetate. The organic layer is dried over sod... Reactants: C1COCCO1, COc1ccc(B(O)O)cn1, CCO, CCCOCCn1c(=O)c(N2CCNCC2)nc2cnc(Cl)cc21, [Na+], [Na+], O=C([O-])[O-], [Pd], c1ccc(P(c2ccccc2)c2ccccc2)cc1, c1ccc(P(c2ccccc2)c2ccccc2)cc1, c1ccc(P(c2ccccc2)c2ccccc2)cc1, c1ccc(P(c2ccccc2)c2ccccc2)cc1. The product is CCCOCCn1c(=O)c(N2CCNCC2)nc2cnc(-c3ccc(OC)nc3)cc21. Reaction SMILES: [CH2:36]1[O:37][CH2:38][CH2:39][O:40][CH2:41]1.[CH3:25][O:26][c:27]1[n:28][cH:29][c:30]([B:33]([OH:34])[OH:35])[cH:31][cH:32]1.[CH3:42][CH2:43][OH:44].[Cl:1][c:2]1[cH:3][c:4]2[c:5]([n:6][c:7]([N:17]3[CH2:18][CH2:19][NH:20][CH2:21][CH2:22]3)[c:8](=[O:16])[n:9]2[CH2:10][CH2:11][O:12][CH2:13][CH2:14][CH3:15])[cH:23][n:24]1.[Na+:45].[Na+:46].[O-:47][C:48](=[O:49])[O-:50].[Pd:51].[c:109]1([P:110]([c:111]2[cH:112][cH:113][cH:114][cH:115][cH:116]2)[c:117]2[cH:118][cH:119][cH:120][cH:121][cH:122]2)[cH:123][cH:124][cH:125][cH:126][cH:127]1.[c:52]1([P:53]([c:54]2[cH:55][cH:56][cH:57][cH:58][cH:59]2)[c:60]2[cH:61][cH:62][cH:63][cH:64][cH:65]2)[cH:66][cH:67][cH:68][cH:69][cH:70]1.[c:71]1([P:72]([c:73]2[cH:74][cH:75][cH:76][cH:77][cH:78]2)[c:79]2[cH:80][cH:81][cH:82][cH:83][cH:84]2)[cH:85][cH:86][cH:87][cH:88][cH:89]1.[c:90]1([P:91]([c:92]2[cH:93][cH:94][cH:95][cH:96][cH:97]2)[c:98]2[cH:99][cH:100][cH:101][cH:102][cH:103]2)[cH:104][cH:105][cH:106][cH:107][cH:108]1>>[c:2]1(-[c:30]2[cH:29][n:28][c:27]([O:26][CH3:25])[cH:32][cH:31]2)[cH:3][c:4]2[c:5]([n:6][c:7]([N:17]3[CH2:18][CH2:19][NH:20][CH2:21][CH2:22]3)[c:8](=[O:16])[n:9]2[CH2:10][CH2:11][O:12][CH2:13][CH2:14][CH3:15])[cH:23][n:24]1.